The task is: describe an organic reaction: reactants, conditions, products, and yield. This data is from the Open Reaction Database (ORD), a public repository of structured organic reaction records. Reactants: C1(=CC=CC=C1)P(C1=CC=CC=C1)C1=CC=CC=C1 (triphenylphosphine), C(Br)(Br)(Br)Br (carbon tetrabromide), C(C)(C)C1=C(C=O)C(=CC(=C1)C(C)C)C(C)C (2,4,6-triisopropylbenzaldehyde). Run in ClCCl (dichloromethane). Reaction conditions: time 8 hour. Yields the product C(C)(C)C1=C(C(=CC(=C1)C(C)C)C(C)C)C#C (2,4,6-Triisopropylphenylacetylene). The yield is 57.6%. As a reaction SMILES: [C:1]1(P(C2C=CC=CC=2)C2C=CC=CC=2)C=CC=CC=1.C(Br)(Br)(Br)Br.[CH:25]([C:28]1[CH:35]=[C:34]([CH:36]([CH3:38])[CH3:37])[CH:33]=[C:32]([CH:39]([CH3:41])[CH3:40])[C:29]=1[CH:30]=O)([CH3:27])[CH3:26]>ClCCl>[CH:25]([C:28]1[CH:35]=[C:34]([CH:36]([CH3:38])[CH3:37])[CH:33]=[C:32]([CH:39]([CH3:41])[CH3:40])[C:29]=1[C:30]#[CH:1])([CH3:27])[CH3:26]. Procedure details: To a stirred, degassed solution of triphenylphosphine (21 g, 80 mmol) and carbon tetrabromide (13.3 g, 40 mmol) in dry dichloromethane at 0° C. was added 2,4,6-triisopropylbenzaldehyde (4.64 g, 20 mmol). The resulting mixture was stirred overnight as it was allowed to slowly warm to room temperature. Solids were filtered off, and the volatiles were evacuated under reduced pressure. Pentane was then added, and after extensive trituration the mixture was filtered on a SiO2 plug with pentane as the... Reactants: FC1=C(OCCN2CCCC2)C=CC(=C1)I (1-[2-(2-fluoro-4-iodo-phenoxy)-ethyl]-pyrrolidine), ClC1=CC=C(C=C1)C=1C=CC(=NC1)C#C (5-(4-chloro-phenyl)-2-ethynyl-pyridine). Yields the product ClC1=CC=C(C=C1)C=1C=CC(=NC1)C#CC1=CC(=C(C=C1)OCCN1CCCC1)F (5-(4-chloro-phenyl)-2-[3-fluoro-4-(2-pyrrolidin-1-yl-ethoxy)-phenylethynyl]-pyridine). Reaction SMILES: [F:1][C:2]1[CH:15]=[C:14](I)[CH:13]=[CH:12][C:3]=1[O:4][CH2:5][CH2:6][N:7]1[CH2:11][CH2:10][CH2:9][CH2:8]1.[Cl:17][C:18]1[CH:23]=[CH:22][C:21]([C:24]2[CH:25]=[CH:26][C:27]([C:30]#[CH:31])=[N:28][CH:29]=2)=[CH:20][CH:19]=1>>[Cl:17][C:18]1[CH:19]=[CH:20][C:21]([C:24]2[CH:25]=[CH:26][C:27]([C:30]#[C:31][C:14]3[CH:13]=[CH:12][C:3]([O:4][CH2:5][CH2:6][N:7]4[CH2:11][CH2:10][CH2:9][CH2:8]4)=[C:2]([F:1])[CH:15]=3)=[N:28][CH:29]=2)=[CH:22][CH:23]=1. Procedure details: Prepared according to general working method I from 1-[2-(2-fluoro-4-iodo-phenoxy)-ethyl]-pyrrolidine (300 mg, 0.90 mmol) and 5-(4-chloro-phenyl)-2-ethynyl-pyridine (201 mg, 0.94 mmol). Reactants: CSSC (dimethyl disulfide), FC1=NC=CC=N1 (2-fluoropyrimidine), C(C)(C)NC(C)C (diisopropylamine), C(CCC)[Li] (n-butyllithium). Run in O (water), C1CCOC1 (THF), C1CCOC1 (THF), C1CCOC1 (THF). Run at time 30 minute. Yields the product FC1=NC=CC=C1SC (2-Fluoro-3-methylthiopyridine). RXN SMILES: C(NC(C)C)(C)C.[CH2:8]([Li])[CH2:9][CH2:10][CH3:11].[F:13][C:14]1[N:19]=CC=CN=1.[CH3:20][S:21]SC>O.C1COCC1>[F:13][C:14]1[C:11]([S:21][CH3:20])=[CH:10][CH:9]=[CH:8][N:19]=1. Procedure details: To 140 ml of an anhydrous THF solution of 7.7 g of diisopropylamine was added 50 ml (1.6 M solution in hexane) of n-butyllithium at −78° C., and the mixture was stirred at that temperature for 30 minutes. To the reaction mixture was added 10 ml of a THF solution of 7.4 g of 2-fluoropyrimidine, followed by stirring at the same temperature for 30 minutes. To the reaction mixture was further added a THF solution of 8.61 g of dimethyl disulfide, followed by stirring at the same temperature for 20 mi... As a reaction SMILES: [CH2:16]([CH3:17])[Br:18].[CH2:19]([O:20][CH2:21][CH3:22])[CH3:23].[CH3:1][C:2](=[CH:3][CH2:4][CH3:5])[CH:6]([CH2:7][CH2:8][CH2:9][CH2:10][CH2:11][CH3:12])[OH:13].[CH3:24][c:25]1[cH:26][cH:27][cH:28][cH:29][cH:30]1.[H-:14].[Na+:15]>>[CH3:1][C:2](=[CH:3][CH2:4][CH3:5])[CH:6]([CH2:7][CH2:8][CH2:9][CH2:10][CH2:11][CH3:12])[O:13][CH2:16][CH3:17]. The reactants are CCBr, CCOCC, CCC=C(C)C(O)CCCCCC, Cc1ccccc1, [H-], [Na+]. The product is CCC=C(C)C(CCCCCC)OCC. Starting materials: solid, C(#N)C1=NSN=C1C#N (3,4-dicyano-1,2,5-thiadiazole), C(#N)C1=NSN=C1C#N (3,4-dicyano-1,2,5-thiadiazole), [OH-].[K+] (KOH). Run in O (water). The product is C(#N)C1=NSN=C1C(N)=O (3-cyano-4-carbamoyl-1,2,5-thiadiazole). As a reaction SMILES: [C:1]([C:3]1[C:7]([C:8]#[N:9])=[N:6][S:5][N:4]=1)#[N:2].[OH-:10].[K+]>O>[C:1]([C:3]1[C:7]([C:8](=[O:10])[NH2:9])=[N:6][S:5][N:4]=1)#[N:2] |f:1.2|. Procedure details: First, one mole of solid 3,4-dicyano-1,2,5-thiadiazole (II) is suspended in a quantity of water sufficient to obtain an easily stirrable mixture. Then, under stirring, there are admixed from 0.01 to 0.8 mole of KOH in the form of an aqueous solution. There occurs an exothermic reaction which is controlled by cooling so as to maintain a temperature of about 20° to 50° C. At this stage the 3,4-dicyano-1,2,5-thiadizole (II) passes into solution, hydrating to form 3-cyano-4-carbamoyl-1,2,5-thiadiazo... Starting materials: CCOC(C)=O, N#Cc1c(-c2ccc(Cl)cc2Cl)cn2c(N3CCOCC3)cnc2c1Cl, [N-]=[N+]=[N-], [Na+], CN(C)C=O. The product is N#Cc1c(-c2ccc(Cl)cc2Cl)cn2c(N3CCOCC3)cnc2c1N=[N+]=[N-]. As a reaction SMILES: [CH3:31][CH2:32][O:33][C:34]([CH3:35])=[O:36].[Cl:1][c:2]1[c:3]2[n:4]([cH:5][c:6](-[c:10]3[c:11]([Cl:17])[cH:12][c:13]([Cl:16])[cH:14][cH:15]3)[c:7]1[C:8]#[N:9])[c:18]([N:21]1[CH2:22][CH2:23][O:24][CH2:25][CH2:26]1)[cH:19][n:20]2.[N-:28]=[N+:29]=[N-:30].[Na+:27].[O:37]=[CH:38][N:39]([CH3:40])[CH3:41]>>[c:2]1([N:28]=[N+:29]=[N-:30])[c:3]2[n:4]([cH:5][c:6](-[c:10]3[c:11]([Cl:17])[cH:12][c:13]([Cl:16])[cH:14][cH:15]3)[c:7]1[C:8]#[N:9])[c:18]([N:21]1[CH2:22][CH2:23][O:24][CH2:25][CH2:26]1)[cH:19][n:20]2. Starting materials: C1CCOC1, CCCC[N+](CCCC)(CCCC)CCCC, Cl, [F-], C[Si](C)(C)C(F)(F)F, O=Cc1ccc(-c2ccncc2)cc1. Product: OC(c1ccc(-c2ccncc2)cc1)C(F)(F)F. RXN SMILES: [CH2:42]1[O:43][CH2:44][CH2:45][CH2:46]1.[CH3:2][CH2:3][CH2:4][CH2:5][N+:6]([CH2:7][CH2:8][CH2:9][CH3:10])([CH2:11][CH2:12][CH2:13][CH3:14])[CH2:15][CH2:16][CH2:17][CH3:18].[ClH:41].[F-:1].[F:33][C:34]([F:35])([F:36])[Si:37]([CH3:38])([CH3:39])[CH3:40].[n:19]1[cH:20][cH:21][c:22](-[c:25]2[cH:26][cH:27][c:28]([CH:29]=[O:30])[cH:31][cH:32]2)[cH:23][cH:24]1>>[n:19]1[cH:20][cH:21][c:22](-[c:25]2[cH:26][cH:27][c:28]([CH:29]([OH:30])[C:34]([F:33])([F:35])[F:36])[cH:31][cH:32]2)[cH:23][cH:24]1.